The task is: describe an organic reaction: reactants, conditions, products, and yield. This data is from the Open Reaction Database (ORD), a public repository of structured organic reaction records. The reactants are COc1nc2cc(C)c(Cl)c(N(CCCO)S(C)(=O)=O)c2nc1OC, O=[Cr](=O)([O-])O[Cr](=O)(=O)[O-], CN(C)C=O, O, c1cc[nH+]cc1, c1cc[nH+]cc1. Product: COc1nc2cc(C)c(Cl)c(N(CCC(=O)O)S(C)(=O)=O)c2nc1OC. RXN SMILES: [Cl:1][c:2]1[c:3]([N:17]([S:18](=[O:19])(=[O:20])[CH3:21])[CH2:22][CH2:23][CH2:24][OH:25])[c:4]2[n:5][c:6]([O:15][CH3:16])[c:7]([O:13][CH3:14])[n:8][c:9]2[cH:10][c:11]1[CH3:12].[Cr:26](=[O:27])([O:28][Cr:29]([O-:30])(=[O:31])=[O:32])([O-:33])=[O:34].[O:48]=[CH:49][N:50]([CH3:51])[CH3:52].[OH2:47].[nH+:35]1[cH:36][cH:37][cH:38][cH:39][cH:40]1.[nH+:41]1[cH:42][cH:43][cH:44][cH:45][cH:46]1>>[Cl:1][c:2]1[c:3]([N:17]([S:18](=[O:19])(=[O:20])[CH3:21])[CH2:22][CH2:23][C:24](=[O:25])[OH:27])[c:4]2[n:5][c:6]([O:15][CH3:16])[c:7]([O:13][CH3:14])[n:8][c:9]2[cH:10][c:11]1[CH3:12]. Reactants: CC(C)(C)OC(=O)N1CCC(Oc2ccc(N)cc2)CC1, CS(C)=O, CCN(C(C)C)C(C)C, Cn1nc(C(C)(C)C)cc1NC(=O)OCC(Cl)(Cl)Cl, ClCCl, O. Product: Cn1nc(C(C)(C)C)cc1NC(=O)Nc1ccc(OC2CCN(C(=O)OC(C)(C)C)CC2)cc1. RXN SMILES: [C:20]([CH3:21])([CH3:22])([CH3:23])[O:24][C:25](=[O:26])[N:27]1[CH2:28][CH2:29][CH:30]([O:33][c:34]2[cH:35][cH:36][c:37]([NH2:40])[cH:38][cH:39]2)[CH2:31][CH2:32]1.[CH3:51][S:52]([CH3:53])=[O:54].[CH:41]([N:42]([CH2:43][CH3:44])[CH:45]([CH3:46])[CH3:47])([CH3:48])[CH3:49].[Cl:1][C:2]([Cl:3])([Cl:4])[CH2:18][O:19][C:5]([NH:6][c:7]1[n:8]([CH3:16])[n:9][c:10]([C:12]([CH3:13])([CH3:14])[CH3:15])[cH:11]1)=[O:17].[Cl:55][CH2:56][Cl:57].[OH2:50]>>[C:5]([NH:6][c:7]1[n:8]([CH3:16])[n:9][c:10]([C:12]([CH3:13])([CH3:14])[CH3:15])[cH:11]1)(=[O:17])[NH:40][c:37]1[cH:36][cH:35][c:34]([O:33][CH:30]2[CH2:29][CH2:28][N:27]([C:25]([O:24][C:20]([CH3:21])([CH3:22])[CH3:23])=[O:26])[CH2:32][CH2:31]2)[cH:39][cH:38]1. RXN SMILES: C([O:3][C:4](=O)[C:5]1[CH:10]=[CH:9][N:8]=[C:7]([N:11](C(OC(C)(C)C)=O)[C:12]([O:14][C:15]([CH3:18])([CH3:17])[CH3:16])=[O:13])[CH:6]=1)C.[H-].[H-].[H-].[H-].[Li+].[Al+3]>C1COCC1>[C:15]([O:14][C:12](=[O:13])[NH:11][C:7]1[CH:6]=[C:5]([CH2:4][OH:3])[CH:10]=[CH:9][N:8]=1)([CH3:18])([CH3:16])[CH3:17] |f:1.2.3.4.5.6|. Procedure details: A solution of to 2-[N,N-bis(tert-Butoxycarbonyl)amino]-isonicotinic acid ethyl ester (35.0 g, 95.5 mmol) in THF (350 mL) was treated with LiAlH4 (7.25 g, 191 mmol) and refluxed for 1 h under nitrogen. The reaction mixture was poured carefully onto crushed ice and the product extracted several times with CHCl3 and CHCl3: MeOH (9:1). The combined organic extracts were dried, filtered and concentrated under reduced pressure to give (4-hydroxymethyl-pyridin-2-yl)-carbamic acid tert-butyl ester (18.5... The product is C(C)(C)(C)OC(NC1=NC=CC(=C1)CO)=O ((4-hydroxymethyl-pyridin-2-yl)-carbamic acid tert-butyl ester). Starting materials: C(C)OC(C1=CC(=NC=C1)N(C(=O)OC(C)(C)C)C(=O)OC(C)(C)C)=O (2-[N,N-bis(tert-Butoxycarbonyl)amino]-isonicotinic acid ethyl ester), [H-].[H-].[H-].[H-].[Li+].[Al+3] (LiAlH4). Isolated yield 86.4%. The solvent is C1CCOC1 (THF). The reactants are Br, COc1ccc(-c2nc(Cn3ccnc3)cs2)cc1, N. The product is Oc1ccc(-c2nc(Cn3ccnc3)cs2)cc1. RXN SMILES: [BrH:21].[CH3:1][O:2][c:3]1[cH:4][cH:5][c:6](-[c:9]2[s:10][cH:11][c:12]([CH2:14][n:15]3[cH:16][n:17][cH:18][cH:19]3)[n:13]2)[cH:7][cH:8]1.[NH3:20]>>[OH:2][c:3]1[cH:4][cH:5][c:6](-[c:9]2[s:10][cH:11][c:12]([CH2:14][n:15]3[cH:16][n:17][cH:18][cH:19]3)[n:13]2)[cH:7][cH:8]1. Starting materials: O=C([O-])[O-], CC1=CCC(CC2CCN(C)C(=O)C2)(S(=O)(=O)[O-])C=C1, CC(C)=O, [K+], [K+], CN(C)C=O, COc1cc2c(Oc3ccc4[nH]c(C)cc4c3)ncnc2cc1O. Product: COc1cc2c(Oc3ccc4[nH]c(C)cc4c3)ncnc2cc1OCC1CCN(C)C(=O)C1. As a reaction SMILES: [C:25](=[O:26])([O-:27])[O-:28].[CH3:31][N:32]1[C:33](=[O:50])[CH2:34][CH:35]([CH2:38][C:39]2([S:40]([O-:41])(=[O:42])=[O:43])[CH:44]=[CH:45][C:46]([CH3:47])=[CH:48][CH2:49]2)[CH2:36][CH2:37]1.[CH3:56][C:57](=[O:58])[CH3:59].[K+:29].[K+:30].[O:51]=[CH:52][N:53]([CH3:54])[CH3:55].[OH:1][c:2]1[c:3]([O:23][CH3:24])[cH:4][c:5]2[c:6]([O:12][c:13]3[cH:14][c:15]4[cH:16][c:17]([CH3:22])[nH:18][c:19]4[cH:20][cH:21]3)[n:7][cH:8][n:9][c:10]2[cH:11]1>>[O:1]([c:2]1[c:3]([O:23][CH3:24])[cH:4][c:5]2[c:6]([O:12][c:13]3[cH:14][c:15]4[cH:16][c:17]([CH3:22])[nH:18][c:19]4[cH:20][cH:21]3)[n:7][cH:8][n:9][c:10]2[cH:11]1)[CH2:38][CH:35]1[CH2:34][C:33](=[O:50])[N:32]([CH3:31])[CH2:37][CH2:36]1. The reactants are O=C1OC(=O)c2c(Br)c(Br)c(Br)c(Br)c21, NCCO, O, Cc1ccccc1C. Product: O=C1c2c(Br)c(Br)c(Br)c(Br)c2C(=O)N1CCO. RXN SMILES: [Br:1][c:2]1[c:3]([Br:15])[c:4]([Br:14])[c:5]([Br:13])[c:6]2[c:7]1[C:8](=[O:9])[O:10][C:11]2=[O:12].[NH2:16][CH2:17][CH2:18][OH:19].[OH2:20].[c:21]1([CH3:22])[c:23]([CH3:24])[cH:25][cH:26][cH:27][cH:28]1>>[Br:1][c:2]1[c:3]([Br:15])[c:4]([Br:14])[c:5]([Br:13])[c:6]2[c:7]1[C:8](=[O:10])[N:16]([CH2:17][CH2:18][OH:19])[C:11]2=[O:12].